This data is from the Open Reaction Database (ORD), a public repository of structured organic reaction records. The task is: describe an organic reaction: reactants, conditions, products, and yield As a reaction SMILES: [CH2:10]([CH2:11][CH2:23][CH3:24])[C:12]([Sn:13])=[C:14]([CH2:15][CH2:16][CH2:17][CH3:18])[CH2:19][CH2:20][CH2:21][CH3:22].[Cl:1][c:2]1[cH:3][c:4]([NH2:5])[cH:6][cH:7][c:8]1[I:9].[O:25]1[CH2:26][CH2:27][CH2:28][CH2:29]1>>[Cl:1][c:2]1[cH:3][c:4]([NH2:5])[cH:6][cH:7][c:8]1[CH:10]=[CH2:11]. Product: C=Cc1ccc(N)cc1Cl. Reactants: CCCCC([Sn])=C(CCCC)CCCC, Nc1ccc(I)c(Cl)c1, C1CCOC1. Starting materials: COC([C@H]1N(C[C@@H](C1)OS(=O)(=O)C)C(=O)OC(C)(C)C)=O ((4R)-1-(tert-butyloxycarbonyl)-4-(methane-sulfonyloxy)-L-proline methyl ester), [C-]#N.[Na+] (sodium cyanide). Solvent: CS(=O)C (dimethylsulfoxide), C(C)(=O)OCC (ethyl acetate). Reaction conditions: temperature 55 celsius, time 24 hour. Product: COC([C@H]1N(C[C@@H](C1)C#N)C(=O)OC(C)(C)C)=O ((4R)-1-(tert-Butyloxycarbonyl)-4-cyano-L-Proline Methyl Ester). Reaction SMILES: [CH3:1][O:2][C:3](=[O:21])[C@@H:4]1[CH2:8][C@@H:7](OS(C)(=O)=O)[CH2:6][N:5]1[C:14]([O:16][C:17]([CH3:20])([CH3:19])[CH3:18])=[O:15].[C-:22]#[N:23].[Na+]>CS(C)=O.C(OCC)(=O)C>[CH3:1][O:2][C:3](=[O:21])[C@@H:4]1[CH2:8][C@@H:7]([C:22]#[N:23])[CH2:6][N:5]1[C:14]([O:16][C:17]([CH3:20])([CH3:19])[CH3:18])=[O:15] |f:1.2|. Procedure details: A mixture of (4R)-1-(tert-butyloxycarbonyl)-4-(methane-sulfonyloxy)-L-proline methyl ester (2.31 g, 7.14 mmol) and sodium cyanide (3.5 g, 71.4 mmol) in dry dimethylsulfoxide (46 mL) was stirred for 24 hours at 55° C. under a nitrogen atmosphere. The cooled reaction mixture was diluted with ethyl acetate, washed with water (2×), saturated brine solution, dried (MgSO4), and evaporated. The crude product mixture was subjected to flash silica gel chromatography eluting with 15% acetone/hexane. Fract... Reactants: C([O-])([O-])=O.[K+].[K+] (Potassium carbonate), C1(CCC1)N1CCC2=C(CC1)C=C(C=C2)O (3-Cyclobutyl-2,3,4,5-tetrahydro-1H-benzo[d]azepin-7-ol), FC1=C(CBr)C=CC(=C1)F (2,4-difluorobenzyl bromide), [I-].[K+] (potassium iodide). Solvent: CC(CC)=O (butanone). Product: C1(CCC1)N1CCC2=C(CC1)C=C(C=C2)OCC2=C(C=C(C=C2)F)F (3-Cyclobutyl-7-(2,4-difluoro-benzyloxy)-2,3,4,5-tetrahydro-1H-benzo[d]azepine). Reaction SMILES: C(=O)([O-])[O-].[K+].[K+].[CH:7]1([N:11]2[CH2:17][CH2:16][C:15]3[CH:18]=[C:19]([OH:22])[CH:20]=[CH:21][C:14]=3[CH2:13][CH2:12]2)[CH2:10][CH2:9][CH2:8]1.[F:23][C:24]1[CH:31]=[C:30]([F:32])[CH:29]=[CH:28][C:25]=1[CH2:26]Br.[I-].[K+]>CC(=O)CC>[CH:7]1([N:11]2[CH2:17][CH2:16][C:15]3[CH:18]=[C:19]([O:22][CH2:26][C:25]4[CH:28]=[CH:29][C:30]([F:32])=[CH:31][C:24]=4[F:23])[CH:20]=[CH:21][C:14]=3[CH2:13][CH2:12]2)[CH2:10][CH2:9][CH2:8]1 |f:0.1.2,5.6|. Procedure details: Potassium carbonate (778 mg, 5.6 mmol) was added to a stirred solution of 3-cyclobutyl-2,3,4,5-tetrahydro-1H-benzo[d]azepin-7-ol (E3) (868 mg, 4.0 mmol), 2,4-difluorobenzyl bromide (0.25 ml, 2.1 mmol) and potassium iodide (25 mg) in butanone (9 ml). The reaction mixture was stirred at reflux for 18 hours, cooled, filtered and concentrated in vacuo. The crude residue was dissolved with ethyl acetate and washed with water and brine. The organic layer was dried over magnesium sulfate, filtered and ... The reactants are COC([C@@H](N)COC1=CC=C(C=C1)C1=C(C2=C(S1)C=C(C=C2)O)CC2=CC(=C(C=C2)CN2CCCC2)OC)=O (O-[4-[6-Hydroxy-3-[3-methoxy-4-[(1-pyrrolidinyl)methyl]benzyl]benzo[b]thiophen-2-yl]phenyl]-L-serine methyl ester), [H-].[Al+3].[Li+].[H-].[H-].[H-] (lithium aluminum hydride). Run in C1CCOC1.C(Cl)Cl (THF CH2Cl2). Product: N[C@@H](CO)COC1=CC=C(C=C1)C1=C(C2=C(S1)C=C(C=C2)O)CC2=CC(=C(C=C2)CN2CCCC2)OC ((S)-2-Amino-3-[4-[6-hydroxy-3-[3-methoxy-4-[(1-pyrrolidinyl)methyl]benzyl]benzo[b]thiophen-2-yl]phenoxy]propanol). The yield is 34.3%. Reaction SMILES: C[O:2][C:3](=O)[C@H:4]([CH2:6][O:7][C:8]1[CH:13]=[CH:12][C:11]([C:14]2[S:18][C:17]3[CH:19]=[C:20]([OH:23])[CH:21]=[CH:22][C:16]=3[C:15]=2[CH2:24][C:25]2[CH:30]=[CH:29][C:28]([CH2:31][N:32]3[CH2:36][CH2:35][CH2:34][CH2:33]3)=[C:27]([O:37][CH3:38])[CH:26]=2)=[CH:10][CH:9]=1)[NH2:5].[H-].[Al+3].[Li+].[H-].[H-].[H-]>C1COCC1.C(Cl)Cl>[NH2:5][C@H:4]([CH2:6][O:7][C:8]1[CH:13]=[CH:12][C:11]([C:14]2[S:18][C:17]3[CH:19]=[C:20]([OH:23])[CH:21]=[CH:22][C:16]=3[C:15]=2[CH2:24][C:25]2[CH:30]=[CH:29][C:28]([CH2:31][N:32]3[CH2:33][CH2:34][CH2:35][CH2:36]3)=[C:27]([O:37][CH3:38])[CH:26]=2)=[CH:10][CH:9]=1)[CH2:3][OH:2] |f:1.2.3.4.5.6,7.8|. Procedure: O-[4-[6-Hydroxy-3-[3-methoxy-4-[(1-pyrrolidinyl)methyl]benzyl]benzo[b]thiophen-2-yl]phenyl]-L-serine methyl ester (25 mg, 0.045 mmol) in THF:CH2Cl2 (3:1, 4 mL) was treated with lithium aluminum hydride (12 mg) at ambient temperature under argon for 3 h. The reaction was quenched with water (0.5 mL) and sodium hydroxide solution (1.0 M, 1 mL) and stirred for 30 more min before dilution with water (50 mL) and extracting with ethyl acetate (50 mL×3). The combined organic layers were dried with sodi... The product is C(C)(=O)N1[C@H](C=2CCCCC2CC1)CC1=CC=C(C=C1)OC ((S)-2-acetyl-1-(p-methoxybenzyl)-1,2,3,4,5,6,7,8-octahydroisoquinoline). Reagents/catalysts: Ru(TFA)2. Procedure details: In a glove box (<1 ppm oxygen), a 500 ml steel autoclave was charged with 2-acetyl-1-(p-methoxybenzyl)-2,3,4,6,7,8-hexahydroisoquinoline (2.43 g, 8.17 mmol) (prepared according to example 2) 40 ml of methanol, 28 ml of methylene chloride and 100 ml of a methanol solution containing 0.082 mmol of Ru(TFA)2 (BIPHEMP) as catalyst. The hydrogenation was carried out at 100° and 60 bar for 20 h. The solution was concentrated to give an oil, which was dissolved in 300 ml of diethyl ether. To removed the... Reaction SMILES: O=O.[C:3]([N:6]1[CH2:15][CH2:14][C:13]2[CH2:12][CH2:11][CH2:10][CH2:9][C:8]=2/[C:7]/1=[CH:16]\[C:17]1[CH:22]=[CH:21][C:20]([O:23][CH3:24])=[CH:19][CH:18]=1)(=[O:5])[CH3:4].CO.C(Cl)Cl>C(OCC)C>[C:3]([N:6]1[CH2:15][CH2:14][C:13]2[CH2:12][CH2:11][CH2:10][CH2:9][C:8]=2[C@@H:7]1[CH2:16][C:17]1[CH:18]=[CH:19][C:20]([O:23][CH3:24])=[CH:21][CH:22]=1)(=[O:5])[CH3:4]. Reaction conditions: time 20 hour. Reactants: O=O (oxygen), steel, C(C)(=O)N1/C(/C=2CCCCC2CC1)=C/C1=CC=C(C=C1)OC ((E)-2-acetyl-1,2,3,4,5,6,7,8-octahydro-1-(p-methoxybenzylidene)isoquinoline), CO (methanol), C(Cl)Cl (methylene chloride), CO (methanol). Run in C(C)OCC (diethyl ether). Isolated yield 98.1%. Reactants: S1C(=S)NC(=O)C1 (Rhodanine), C(=O)([O-])[O-].[K+].[K+] (K2CO3), [Br-].C(C)(=O)C1=CC=CC=C1 (acetophenone bromide). Solvent: CC(=O)C (acetone). Product: C(C(=O)C1=CC=CC=C1)N1C(SCC1=O)=S (3-Phenacyl-2-thioxo-thiazolidin-4-one). As a reaction SMILES: [S:1]1[CH2:7][C:5](=[O:6])[NH:4][C:2]1=[S:3].C([O-])([O-])=O.[K+].[K+].[Br-].[C:15]([C:18]1[CH:23]=[CH:22][CH:21]=[CH:20][CH:19]=1)(=[O:17])[CH3:16]>CC(C)=O>[CH2:16]([N:4]1[C:5](=[O:6])[CH2:7][S:1][C:2]1=[S:3])[C:15]([C:18]1[CH:23]=[CH:22][CH:21]=[CH:20][CH:19]=1)=[O:17] |f:1.2.3,4.5|. Procedure: Reagents: Rhodanine (133 mg, 1 mmol), K2CO3 (excess) and acetophenone bromide (199 mg, 1 mmol) in 25 ml of acetone. Starting materials: CCOC(=O)C(Br)CC, ClC(Cl)Cl, Nc1ccc2ccccc2c1. The product is CCOC(=O)C(CC)Nc1ccc2ccccc2c1. RXN SMILES: [Br:12][CH:13]([C:14](=[O:15])[O:16][CH2:17][CH3:18])[CH2:19][CH3:20].[Cl:21][CH:22]([Cl:23])[Cl:24].[NH2:1][c:2]1[cH:3][c:4]2[cH:5][cH:6][cH:7][cH:8][c:9]2[cH:10][cH:11]1>>[NH:1]([c:2]1[cH:3][c:4]2[cH:5][cH:6][cH:7][cH:8][c:9]2[cH:10][cH:11]1)[CH:13]([C:14](=[O:15])[O:16][CH2:17][CH3:18])[CH2:19][CH3:20]. Starting materials: NCCSCC=1SC=CN1 ([(2-aminoethyl)thiomethyl]thiazole), dihydrobromide, C(#N)NC(SC)=NC (N-cyano-N',S-dimethylisothiourea). The product is S1C(=NC=C1)CSCCNC(=N)N ((2-(2-thiazolylmethylthio)ethyl]guanidine). Reaction SMILES: [NH2:1][CH2:2][CH2:3][S:4][CH2:5][C:6]1[S:7][CH:8]=[CH:9][N:10]=1.[C:11]([NH:13]C(=NC)SC)#[N:12]>>[S:7]1[CH:8]=[CH:9][N:10]=[C:6]1[CH2:5][S:4][CH2:3][CH2:2][NH:1][C:11]([NH2:13])=[NH:12]. Procedure details: Reaction of [(2-aminoethyl)thiomethyl]thiazole (from the dihydrobromide 20.2 g) with N-cyano-N',S-dimethylisothiourea (7.75 g) by a procedure similar to that described in Example 75, afforded N-cyano-N'-methyl-N"-[(2-(2-thiazolylmethylthio)ethyl]guanidine, m.p. 120°-122.5°, following chromatography on silica gel with alcohol.